This data is from the Open Reaction Database (ORD), a public repository of structured organic reaction records. The task is: describe an organic reaction: reactants, conditions, products, and yield The reactants are O=C(O)COC(=O)CCc1ccc(O)cc1, COC(=O)C(Cc1ccc(O)cc1)NC(=O)CO, C(=NC1CCCCC1)=NC1CCCCC1, ClCCl. The product is COC(=O)C(Cc1ccc(O)cc1)NC(=O)COC(=O)COC(=O)CCc1ccc(O)cc1. Reaction SMILES: [C:1](=[O:2])([OH:3])[CH2:4][O:5][C:6]([CH2:7][CH2:8][c:9]1[cH:10][cH:11][c:12]([OH:15])[cH:13][cH:14]1)=[O:16].[CH3:17][O:18][C:19]([CH:20]([CH2:21][c:22]1[cH:23][cH:24][c:25]([OH:28])[cH:26][cH:27]1)[NH:29][C:30]([CH2:31][OH:32])=[O:33])=[O:34].[CH:35]1([N:36]=[C:37]=[N:38][CH:39]2[CH2:40][CH2:41][CH2:42][CH2:43][CH2:44]2)[CH2:45][CH2:46][CH2:47][CH2:48][CH2:49]1.[Cl:50][CH2:51][Cl:52]>>[C:1]([O:2][CH2:31][C:30]([NH:29][CH:20]([C:19]([O:18][CH3:17])=[O:34])[CH2:21][c:22]1[cH:23][cH:24][c:25]([OH:28])[cH:26][cH:27]1)=[O:33])(=[O:3])[CH2:4][O:5][C:6]([CH2:7][CH2:8][c:9]1[cH:10][cH:11][c:12]([OH:15])[cH:13][cH:14]1)=[O:16]. The reactants are Cl (hydrochloride), CN(C1(CCC(CC1)NC(C(CC(C)C)NC(CC1=CNC2=CC=CC=C12)=O)=O)C1=CC=CC=C1)C (2-(2-1H-indol-3-ylacetylamino)-4-methylpentanoic acid-(4-dimethylamino-4-phenylcyclohexyl)amide), C[Si](Cl)(C)C (trimethylchlorosilane). The solvent is CC(=O)CC (ethyl methyl ketone). The product is Cl.CN(C1(CCC(CC1)NC(C(CC(C)C)NC(CC1=CNC2=CC=CC=C12)=O)=O)C1=CC=CC=C1)C (2-(2-1H-Indol-3-ylacetylamino)-4-methylpentanoic acid (4-dimethylamino-4-phenylcyclohexyl)amide hydrochloride). Reaction SMILES: Cl.[CH3:2][N:3]([CH3:37])[C:4]1([C:31]2[CH:36]=[CH:35][CH:34]=[CH:33][CH:32]=2)[CH2:9][CH2:8][CH:7]([NH:10][C:11](=[O:30])[CH:12]([NH:17][C:18](=[O:29])[CH2:19][C:20]2[C:28]3[C:23](=[CH:24][CH:25]=[CH:26][CH:27]=3)[NH:22][CH:21]=2)[CH2:13][CH:14]([CH3:16])[CH3:15])[CH2:6][CH2:5]1.C[Si](C)(C)[Cl:40]>CC(CC)=O>[ClH:40].[CH3:37][N:3]([CH3:2])[C:4]1([C:31]2[CH:36]=[CH:35][CH:34]=[CH:33][CH:32]=2)[CH2:9][CH2:8][CH:7]([NH:10][C:11](=[O:30])[CH:12]([NH:17][C:18](=[O:29])[CH2:19][C:20]2[C:28]3[C:23](=[CH:24][CH:25]=[CH:26][CH:27]=3)[NH:22][CH:21]=2)[CH2:13][CH:14]([CH3:15])[CH3:16])[CH2:6][CH2:5]1 |f:4.5|. Reported procedure: In order to produce the hydrochloride (Example 16), the more polar compound of 2-(2-1H-indol-3-ylacetylamino)-4-methylpentanoic acid-(4-dimethylamino-4-phenylcyclohexyl)amide (320 mg, 0.66 mmole) was dissolved in ethyl methyl ketone and combined with trimethylchlorosilane (125 μl, 0.99 mmole). The resulting solid was filtered out and dried. Example 16 was obtained as a colorless solid (m.p. 174-176° C.) in a yield of 170 mg (50%).